From a dataset of the Open Reaction Database (ORD), a public repository of structured organic reaction records. describe an organic reaction: reactants, conditions, products, and yield Starting materials: C(C)(C)(C)OC(=O)N1[C@H](CCC1)COC1=CC=C(C=C1)OC1=CC=C(C=C1)C=1SC=CN1 ((R)-2-[4-(4-Thiazol-2-yl-phenoxy)-phenoxymethyl]-pyrrolidine-1-carboxylic acid tert-butyl ester), Cl (HCl). Run in O1CCOCC1 (dioxane), O1CCOCC1 (dioxane). Reaction conditions: time 4 hour. Yields the product Cl.N1[C@H](CCC1)COC1=CC=C(OC2=CC=C(C=C2)C=2SC=CN2)C=C1 (2-{4-[4-((R)-1-Pyrrolidin-2-ylmethoxy)-phenoxy]-phenyl}-thiazole hydrochloride salt). The yield is 83.0%. RXN SMILES: C(OC([N:8]1[CH2:12][CH2:11][CH2:10][C@@H:9]1[CH2:13][O:14][C:15]1[CH:20]=[CH:19][C:18]([O:21][C:22]2[CH:27]=[CH:26][C:25]([C:28]3[S:29][CH:30]=[CH:31][N:32]=3)=[CH:24][CH:23]=2)=[CH:17][CH:16]=1)=O)(C)(C)C.[ClH:33]>O1CCOCC1>[ClH:33].[NH:8]1[CH2:12][CH2:11][CH2:10][C@@H:9]1[CH2:13][O:14][C:15]1[CH:20]=[CH:19][C:18]([O:21][C:22]2[CH:27]=[CH:26][C:25]([C:28]3[S:29][CH:30]=[CH:31][N:32]=3)=[CH:24][CH:23]=2)=[CH:17][CH:16]=1 |f:3.4|. Procedure: A solution of the product of step 3 (90 mg, 0.21 mmol) in dioxane (2 ml) was added 4M HCl in dioxane (0.5 ml, 2.1 mmol), and stirred at room temperature for 4 h. After the solvent was removed, the crude material was triturated with ether to afford the title product (60 mg, 83%); 1HNMR (400 MHz, CD3OD) δ 7.90 (d, J=8.4 Hz, 2H), 7.82 (d, J=3.2 Hz, 1H), 7.55 (d, J=3.6 Hz, 1H), 7.07 (s, 4H), 7.00 (d, J=8.8 Hz, 2H), 4.22 (dd, J=10.4, 3.2, 1H), 4.14 (m, 1H), 4.04 (m, 1H), 3.38 (m, 2H), 2.28 (m, 1H), 2... Reactants: C(=O)(OCC1=CC=CC=C1)N([C@@H](CC1=CC=C(C=C1)OC)C(=O)NC(C(CO[Si](C)(C)C(C)(C)C)NC(=O)OC(C)(C)C)C)C (3-(N-Cbz-N,O-Dimethyltyrosyl)amino-2-tert-butoxycarbonylamino-1-(tert-butyl-dimethylsilanyloxy)butane). The solvent is CC(=O)O (AcOH). Product: C(=O)(OCC1=CC=CC=C1)N([C@@H](CC1=CC=C(C=C1)OC)C(=O)NC(C(CO)NC(=O)OC(C)(C)C)C)C (3-(N-Cbz-N,O-Dimethyltyrosyl)amino-2-tert-butoxycarbonylamino-1-butanol). Isolated yield 24.2%. Reaction SMILES: [C:1]([N:11]([CH3:45])[C@H:12]([C:22]([NH:24][CH:25]([CH3:44])[CH:26]([NH:36][C:37]([O:39][C:40]([CH3:43])([CH3:42])[CH3:41])=[O:38])[CH2:27][O:28][Si](C(C)(C)C)(C)C)=[O:23])[CH2:13][C:14]1[CH:19]=[CH:18][C:17]([O:20][CH3:21])=[CH:16][CH:15]=1)([O:3][CH2:4][C:5]1[CH:10]=[CH:9][CH:8]=[CH:7][CH:6]=1)=[O:2]>CC(O)=O>[C:1]([N:11]([CH3:45])[C@H:12]([C:22]([NH:24][CH:25]([CH3:44])[CH:26]([NH:36][C:37]([O:39][C:40]([CH3:42])([CH3:41])[CH3:43])=[O:38])[CH2:27][OH:28])=[O:23])[CH2:13][C:14]1[CH:19]=[CH:18][C:17]([O:20][CH3:21])=[CH:16][CH:15]=1)([O:3][CH2:4][C:5]1[CH:10]=[CH:9][CH:8]=[CH:7][CH:6]=1)=[O:2]. Reported procedure: A solution of 111 (15 mg, 0.086 mmol) in AcOH (1 mL) was stirred 15 h. at room temperature. The reaction was concentrated to yield 112 (11 mg, 90%) as a colorless oil. The crude residue was used with further purification in the next step. 1H-NMR (500 MHz, CDCl3): 1.04 (d, J=6.9 Hz, 3H), 1.45 (s, 9H), 2.81 (s, 3H), 2.88-2.92 (m, 1H), 3.02-3.09 (m, 1H), 3.29-3.33 (m, 1H), 3.51-3.62 (m, 1H), 3.70-3.79 (m, 1H), 3.78 (s, 3H), 4.02-4.08 (m, 1H), 4.43-4.47 (m, 1H), 4.51-4.55 (m, 1H), 5.05-5.18 (m, 2H),... Reactants: [N+](=O)([O-])C1=CC=C(C=C1)OC(\C=C/C=C(C1=CC(=CC=C1)OC)C1=CC(=CC=C1)OC)=O ((Z)-5,5-bis(3-methoxyphenyl)-2,4-pentadienoic acid 4-nitrophenyl ester), N1=CC(=CC=C1)CCCCN (3-pyridinebutanamine), [N+](=O)([O-])C=1C=C(C=CC1)C(=C/C=C/C(=O)NCCCCC=1C=NC=CC1)C1=CC(=CC=C1)[N+](=O)[O-] ((E)-5,5-bis(3-Nitrophenyl)-N-[4-(3-pyridinyl)butyl)-2,4-pentadienamide). The solvent is O1CCCC1 (tetrahydrofuran). Product: COC=1C=C(C=CC1)C(=C\C=C/C(=O)NCCCCC=1C=NC=CC1)C1=CC(=CC=C1)OC ((Z)-5,5-bis(3-methoxyphenyl)- N-[4-(3-pyridinyl)-butyl]-2,4-pentadienamide). Isolated yield 39.0%. RXN SMILES: [N+](C1C=CC([O:10][C:11](=O)/[CH:12]=[CH:13]\[CH:14]=[C:15]([C:24]2[CH:29]=[CH:28][CH:27]=[C:26]([O:30][CH3:31])[CH:25]=2)[C:16]2[CH:21]=[CH:20][CH:19]=[C:18]([O:22][CH3:23])[CH:17]=2)=CC=1)([O-])=O.[N:33]1[CH:38]=[CH:37][CH:36]=[C:35]([CH2:39][CH2:40][CH2:41][CH2:42][NH2:43])[CH:34]=1.[N+](C1C=C(C(C2C=CC=C([N+]([O-])=O)C=2)=C/C=C/C(NCCCCC2C=NC=CC=2)=O)C=CC=1)([O-])=O>O1CCCC1>[CH3:23][O:22][C:18]1[CH:17]=[C:16]([C:15]([C:24]2[CH:29]=[CH:28][CH:27]=[C:26]([O:30][CH3:31])[CH:25]=2)=[CH:14]/[CH:13]=[CH:12]\[C:11]([NH:43][CH2:42][CH2:41][CH2:40][CH2:39][C:35]2[CH:34]=[N:33][CH:38]=[CH:37][CH:36]=2)=[O:10])[CH:21]=[CH:20][CH:19]=1. Procedure details: As in Example 134, a solution of (Z)-5,5-bis(3-methoxyphenyl)-2,4-pentadienoic acid 4-nitrophenyl ester (1.2 g) and 3-pyridinebutanamine (0.42 g) in tetrahydrofuran (7 mL) was stirred at room temperature for 1 hour. The crude amide that had been isolated in the usual way, was contaminated with a minor amount of the (E)-isomer. The mixture was separated by HPLC (ethyl acetate) and the desired product was crystallized from ether (2x) to yield 0.48 g of (Z)-5,5-bis(3-methoxyphenyl)- N-[4-(3-pyridin...